From a dataset of the Open Reaction Database (ORD), a public repository of structured organic reaction records. describe an organic reaction: reactants, conditions, products, and yield The reactants are CCCc1[nH]cnc1C(=O)O, O=C(Cl)C(=O)Cl, Cl. Yields the product CCCc1[nH]cnc1C(=O)Cl. As a reaction SMILES: [CH2:2]([CH2:3][CH3:4])[c:5]1[c:6]([C:10](=[O:11])[OH:12])[n:7][cH:8][nH:9]1.[Cl:13][C:14]([C:15]([Cl:16])=[O:17])=[O:18].[ClH:1]>>[CH2:2]([CH2:3][CH3:4])[c:5]1[c:6]([C:10](=[O:12])[Cl:13])[n:7][cH:8][nH:9]1.